This data is from the Open Reaction Database (ORD), a public repository of structured organic reaction records. The task is: describe an organic reaction: reactants, conditions, products, and yield The reactants are OC=1C=CC2=C(C=C(CCS2(=O)=O)C(=O)OC)C1 (Methyl 7-hydroxy-1,1-dioxo-2,3-dihydro-1-benzothiepine-4-carboxylate), CS(=O)(=O)OCCC (propyl methanesulfonate), C([O-])([O-])=O.[K+].[K+] (potassium carbonate). Solvent: CN(C)C=O (DMF), C(C)(=O)OCC (ethyl acetate). Conditions: temperature 70 celsius, time 5 hour. The product is C(CC)OC=1C=C(C=CC1)CCCOC=1C=CC2=C(C=C(CCS2(=O)=O)C(=O)OC)C1 (methyl 7-[3-(3-propoxyphenyl)propoxy]-1,1-dioxo-2,3-dihydro-1-benzothiepine-4-carboxylate). Yield: 234.4%. Reaction SMILES: [OH:1][C:2]1[CH:3]=[CH:4][C:5]2[S:11](=[O:13])(=[O:12])[CH2:10][CH2:9][C:8]([C:14]([O:16][CH3:17])=[O:15])=[CH:7][C:6]=2[CH:18]=1.CS(O[CH2:24][CH2:25][CH3:26])(=O)=O.[C:27](=[O:30])([O-])[O-].[K+].[K+]>CN(C=O)C.C(OCC)(=O)C>[CH2:24]([O:30][C:27]1[CH:18]=[C:6]([CH2:7][CH2:8][CH2:9][O:1][C:2]2[CH:3]=[CH:4][C:5]3[S:11](=[O:13])(=[O:12])[CH2:10][CH2:9][C:8]([C:14]([O:16][CH3:17])=[O:15])=[CH:7][C:6]=3[CH:18]=2)[CH:5]=[CH:4][CH:3]=1)[CH2:25][CH3:26] |f:2.3.4|. Procedure details: Methyl 7-hydroxy-1,1-dioxo-2,3-dihydro-1-benzothiepine-4-carboxylate (394 mg), propoxyphenyl)propyl methanesulfonate (1099 mg) and potassium carbonate (304 mg) were suspended in DMF (15 ml), and the resulting suspension was stirred at 70° C. for 5 hours. The reaction mixture was diluted with ethyl acetate and was washed respectively with water and an aqueous saturated solution of sodium chloride, and the organic layer was dried with anhydrous magnesium sulfate. After concentration under reduced ... Reactants: CC#N, O=C(CCCCCl)NC1CCCCC1, [H-], [Na+], O. The product is O=C1CCCCN1C1CCCCC1. Reaction SMILES: [CH3:18][C:19]#[N:20].[Cl:3][CH2:4][CH2:5][CH2:6][CH2:7][C:8](=[O:9])[NH:10][CH:11]1[CH2:12][CH2:13][CH2:14][CH2:15][CH2:16]1.[H-:2].[Na+:1].[OH2:17]>>[CH2:4]1[CH2:5][CH2:6][CH2:7][C:8](=[O:9])[N:10]1[CH:11]1[CH2:12][CH2:13][CH2:14][CH2:15][CH2:16]1. The reactants are COC=1C=CC2=C(CCCC(=C2)C2=C(C=CC=C2)N)C1 (2-(2-methoxy-8,9-dihydro-7H-benzocyclohepten-6-yl)phenylamine), Cl.N1(CCCCCC1)CCOC1=CC=C(C(=O)O)C=C1 (4-(2-azepan-1-ylethoxy)benzoic acid hydrochloride), N1(CCCCCC1)CCOC1=CC=C(CNC2=C(C=CC=C2)C2=CC3=C(CCC2)C=C(C=C3)OC)C=C1 ([4-(2-azepan-1-ylethoxy)benzyl][2-(2-methoxy-8,9-dihydro-7H-benzocyclohepten-6-yl)phenyl]amine). The product is N1(CCCCCC1)CCOC1=CC=C(CN(C2=C(C=CC=C2)C2=CC3=C(CCC2)C=C(C=C3)OC)CC)C=C1 ([4-(2-azepan-1-ylethoxy)benzyl]ethyl[2-(2-methoxy-8,9-dihydro-7H-benzocyclohepten-6-yl)phenyl]amine). Reaction SMILES: COC1C=CC2C=C(C3C=CC=CC=3N)CCCC=2C=1.Cl.[N:22]1([CH2:29][CH2:30][O:31][C:32]2[CH:40]=[CH:39][C:35]([C:36](O)=O)=[CH:34][CH:33]=2)[CH2:28][CH2:27][CH2:26][CH2:25][CH2:24][CH2:23]1.N1(CCOC2C=C[C:54]([CH2:55][NH:56][C:57]3[CH:62]=[CH:61][CH:60]=[CH:59][C:58]=3[C:63]3[CH2:69][CH2:68][CH2:67][C:66]4[CH:70]=[C:71]([O:74][CH3:75])[CH:72]=[CH:73][C:65]=4[CH:64]=3)=CC=2)CCCCCC1>>[N:22]1([CH2:29][CH2:30][O:31][C:32]2[CH:40]=[CH:39][C:35]([CH2:36][N:56]([CH2:55][CH3:54])[C:57]3[CH:62]=[CH:61][CH:60]=[CH:59][C:58]=3[C:63]3[CH2:69][CH2:68][CH2:67][C:66]4[CH:70]=[C:71]([O:74][CH3:75])[CH:72]=[CH:73][C:65]=4[CH:64]=3)=[CH:34][CH:33]=2)[CH2:28][CH2:27][CH2:26][CH2:25][CH2:24][CH2:23]1 |f:1.2|. Procedure details: Synthesized from 2-(2-methoxy-8,9-dihydro-7H-benzocyclohepten-6-yl)phenylamine and 4-(2-azepan-1-ylethoxy)benzoic acid hydrochloride according to an analogous synthetic method to Example 152, [4-(2-azepan-1-ylethoxy)benzyl][2-(2-methoxy-8,9-dihydro-7H-benzocyclohepten-6-yl)phenyl]amine (454 mg) was used according to an analogous synthetic method to Example 36 to provide [4-(2-azepan-1-ylethoxy)benzyl]ethyl[2-(2-methoxy-8,9-dihydro-7H-benzocyclohepten-6-yl)phenyl]amine (345 mg). This compound (34... Starting materials: CC(C)(C)OC(=O)COc1ccc(-c2ccccc2F)nc1, CC(C)(C)OC(=O)CBr, Oc1ccc(-c2ccc(F)cc2)nc1, [H-], [Na+], CN(C)C=O. Product: CC(C)(C)OC(=O)COc1ccc(-c2ccc(F)cc2)nc1. As a reaction SMILES: [C:17]([CH3:18])([CH3:19])([CH3:20])[O:21][C:22]([CH2:23][O:24][c:25]1[cH:26][n:27][c:28](-[c:29]2[cH:30][cH:31][cH:32][cH:33][c:34]2[F:35])[cH:36][cH:37]1)=[O:38].[C:39]([O:40][C:41](=[O:42])[CH2:43][Br:44])([CH3:45])([CH3:46])[CH3:47].[F:3][c:4]1[cH:5][cH:6][c:7](-[c:10]2[cH:11][cH:12][c:13]([OH:16])[cH:14][n:15]2)[cH:8][cH:9]1.[H-:1].[Na+:2].[O:48]=[CH:49][N:50]([CH3:51])[CH3:52]>>[F:3][c:4]1[cH:5][cH:6][c:7](-[c:10]2[cH:11][cH:12][c:13]([O:16][CH2:23][C:22]([O:21][C:17]([CH3:18])([CH3:19])[CH3:20])=[O:38])[cH:14][n:15]2)[cH:8][cH:9]1.